Dataset: the Open Reaction Database (ORD), a public repository of structured organic reaction records. Task: describe an organic reaction: reactants, conditions, products, and yield Starting materials: ClC1=C(C=CC=C1)C(CC1=CC=C(C(=O)OC)C=C1)=O (methyl 4-[2-(2-chlorophenyl)-2-oxoethyl]benzoate), [OH-].[Na+] (NaOH), C(CC(O)(C(=O)O)CC(=O)O)(=O)O (citric acid). The solvent is CO (CH3OH), O (water). Product: ClC1=C(C=CC=C1)C(CC1=CC=C(C(=O)O)C=C1)=O (4-[2-(2-Chlorophenyl)-2-oxoethyl]benzoic acid). Yield: 96.7%. RXN SMILES: [Cl:1][C:2]1[CH:7]=[CH:6][CH:5]=[CH:4][C:3]=1[C:8](=[O:20])[CH2:9][C:10]1[CH:19]=[CH:18][C:13]([C:14]([O:16]C)=[O:15])=[CH:12][CH:11]=1.[OH-].[Na+].C(O)(=O)CC(CC(O)=O)(C(O)=O)O>CO.O>[Cl:1][C:2]1[CH:7]=[CH:6][CH:5]=[CH:4][C:3]=1[C:8](=[O:20])[CH2:9][C:10]1[CH:19]=[CH:18][C:13]([C:14]([OH:16])=[O:15])=[CH:12][CH:11]=1 |f:1.2|. Procedure: A mixture of 18.78 g of methyl 4-[2-(2-chlorophenyl)-2-oxoethyl]benzoate in 288.8 ml of CH3OH, 72.2 ml of water and 5.2 g of NaOH is refluxed for 3 hours then acidified with 2N citric acid. The reaction mixture is evaporated in vacuo to remove the CH3OH. The aqueous phase is extracted with CH2Cl2 and acidified with 1N HCl. The resulting solid is collected and dried under vacuum to give 17.27 g of the desired product, m.p. 168°-172° C.